This data is from the Open Reaction Database (ORD), a public repository of structured organic reaction records. The task is: describe an organic reaction: reactants, conditions, products, and yield Reactants: ClC1=CC=C(C=O)C=C1 (4-chlorobenzaldehyde), C(C)(=O)N[C@H](C(C)(C)S)C(=O)O (N-acetyl-D-penicillamine). Solvent: Cl (hydrogen chloride). Conditions: time 12 minute. The product is C(C)(=O)N1[C@H](SC([C@@H]1C(=O)O)(C)C)C1=CC=C(C=C1)Cl (3-Acetyl-2(R)-(4-chlorophenyl)-5,5-dimethylthiazolidine-4(S)-carboxylic acid). Isolated yield 88.4%. As a reaction SMILES: [Cl:1][C:2]1[CH:9]=[CH:8][C:5]([CH:6]=O)=[CH:4][CH:3]=1.[C:10]([NH:13][C@@H:14]([C:19]([OH:21])=[O:20])[C:15]([SH:18])([CH3:17])[CH3:16])(=[O:12])[CH3:11]>Cl>[C:10]([N:13]1[C@@H:14]([C:19]([OH:21])=[O:20])[C:15]([CH3:17])([CH3:16])[S:18][C@@H:6]1[C:5]1[CH:8]=[CH:9][C:2]([Cl:1])=[CH:3][CH:4]=1)(=[O:12])[CH3:11]. Reported procedure: 4.2 g (30 mmoles) of 4-chlorobenzaldehyde are given to the suspension containing 5.73 g (30 mmoles) of N-acetyl-D-penicillamine in 18 ml of ethereal hydrogen chloride solution under stirring for 12 minutes. After dissolution, a product is precipitated which is filtered out and washed with ether to give 8.32 g (88.4%) of the title compound, m.p.: 197°-198° C. after recrystallization from ethyl acetate, [α]D =+230.5° (c=0.59, methanol). Starting materials: CC([O-])C.[Al+3].CC([O-])C.CC([O-])C (Aluminum isopropoxide), C=C[C@H]([C@H]1CC[C@H]2[C@@H]3CC=C4C[C@H](CC[C@]4(C)[C@H]3CC[C@]12C)O)C (21-methylene-20(R)-methylpregn-5-en-3β-ol), C1(CCCCC1)=O (cyclohexanone), S(O)(O)(=O)=O (sulfuric acid). The solvent is C1(=CC=CC=C1)C (toluene), C1(=CC=CC=C1)C (toluene), O (water), O (water). Reaction conditions: time 1 minute. The product is C=C[C@H]([C@H]1CC[C@H]2[C@@H]3CCC4=CC(CC[C@]4(C)[C@H]3CC[C@]12C)=O)C (21-Methylene-20(R)-methylpregn-4-en-3-one). The yield is 73.8%. Reaction SMILES: CC(C)[O-].[Al+3].CC(C)[O-].CC(C)[O-].[CH2:14]=[CH:15][C@@H:16]([CH3:37])[C@@H:17]1[C@:34]2([CH3:35])[C@H:20]([C@H:21]3[C@H:31]([CH2:32][CH2:33]2)[C@:29]2([CH3:30])[C:24]([CH2:25][C@@H:26]([OH:36])[CH2:27][CH2:28]2)=[CH:23][CH2:22]3)[CH2:19][CH2:18]1.C1(=O)CCCCC1.S(=O)(=O)(O)O>C1(C)C=CC=CC=1.O>[CH2:14]=[CH:15][C@@H:16]([CH3:37])[C@@H:17]1[C@:34]2([CH3:35])[C@H:20]([C@H:21]3[C@H:31]([CH2:32][CH2:33]2)[C@:29]2([CH3:30])[C:24](=[CH:25][C:26](=[O:36])[CH2:27][CH2:28]2)[CH2:23][CH2:22]3)[CH2:19][CH2:18]1 |f:0.1.2.3|. Procedure details: Aluminum isopropoxide (0.39 g, 1.9 mmol) in 3.6 ml of hot toluene was added to a solution of 21-methylene-20(R)-methylpregn-5-en-3β-ol (208.2 mg, 0.6337 mmol) in cyclohexanone (3.6 ml, 35 mmol) and 18 ml of toluene, and the mixture was refluxed with exclusion of moisture for 2 h. After cooling in ice, 0.92 ml of water and 2.2 ml of 3.6 N sulfuric acid were added and the mixture was shaken 1 min. Further water (4.6 ml) was added, the mixture was shaken 5 min., and the aqueous phase was discarded....